Task: describe an organic reaction: reactants, conditions, products, and yield. Dataset: the Open Reaction Database (ORD), a public repository of structured organic reaction records Starting materials: O=C([O-])[O-], Cn1ccc2c(Cl)ncc(C(=O)N3CCOCC3)c21, Nc1ccc(C(F)(F)F)cc1Cl, ClCCl, [Cs+], [Cs+], O=C(C=Cc1ccccc1)C=Cc1ccccc1, O=C(C=Cc1ccccc1)C=Cc1ccccc1, C1COCCO1, O=C(C=Cc1ccccc1)C=Cc1ccccc1, [Pd], [Pd], CC1(C)c2cccc(P(c3ccccc3)c3ccccc3)c2Oc2c(P(c3ccccc3)c3ccccc3)cccc21. Product: Cl, Cn1ccc2c(Nc3ccc(C(F)(F)F)cc3Cl)ncc(C(=O)N3CCOCC3)c21. Reaction SMILES: [C:32](=[O:33])([O-:34])[O-:35].[Cl:1][c:2]1[n:3][cH:4][c:5]([C:12](=[O:13])[N:14]2[CH2:15][CH2:16][O:17][CH2:18][CH2:19]2)[c:6]2[c:7]1[cH:8][cH:9][n:10]2[CH3:11].[Cl:20][c:21]1[c:22]([NH2:23])[cH:24][cH:25][c:26]([C:28]([F:29])([F:30])[F:31])[cH:27]1.[Cl:86][CH2:87][Cl:88].[Cs+:36].[Cs+:37].[O:109]=[C:110]([CH:111]=[CH:112][c:113]1[cH:114][cH:115][cH:116][cH:117][cH:118]1)[CH:119]=[CH:120][c:121]1[cH:122][cH:123][cH:124][cH:125][cH:126]1.[O:127]=[C:128]([CH:129]=[CH:130][c:131]1[cH:132][cH:133][cH:134][cH:135][cH:136]1)[CH:137]=[CH:138][c:139]1[cH:140][cH:141][cH:142][cH:143][cH:144]1.[O:80]1[CH2:81][CH2:82][O:83][CH2:84][CH2:85]1.[O:91]=[C:92]([CH:93]=[CH:94][c:95]1[cH:96][cH:97][cH:98][cH:99][cH:100]1)[CH:101]=[CH:102][c:103]1[cH:104][cH:105][cH:106][cH:107][cH:108]1.[Pd:89].[Pd:90].[c:38]1([P:39]([c:40]2[cH:41][cH:42][cH:43][cH:44][cH:45]2)[c:46]2[c:47]3[c:71]([cH:72][cH:73][cH:74]2)[C:68]([CH3:69])([CH3:70])[c:50]2[c:49]([c:54]([P:55]([c:56]4[cH:57][cH:58][cH:59][cH:60][cH:61]4)[c:62]4[cH:63][cH:64][cH:65][cH:66][cH:67]4)[cH:53][cH:52][cH:51]2)[O:48]3)[cH:75][cH:76][cH:77][cH:78][cH:79]1>>[ClH:1].[c:2]1([NH:23][c:22]2[c:21]([Cl:20])[cH:27][c:26]([C:28]([F:29])([F:30])[F:31])[cH:25][cH:24]2)[n:3][cH:4][c:5]([C:12](=[O:13])[N:14]2[CH2:15][CH2:16][O:17][CH2:18][CH2:19]2)[c:6]2[c:7]1[cH:8][cH:9][n:10]2[CH3:11]. Reactants: ClC1=CC=C(C=C1)C1=CSC2=C1OC(=CC2=O)N2CCOCC2 (3-(4-chlorophenyl)-5-morpholino-7H-thieno[3,2-b]pyran-7-one), N1CCOCC1 (morpholine), CC(C)([O-])C.[Na+] (sodium tert-butoxide), C1(CCCCC1)P(C1=C(C=CC=C1)C1=C(C=C(C=C1C(C)C)C(C)C)C(C)C)C1CCCCC1 (2-dicyclohexylphosphino-2′,4′,6′-triisopropylbiphenyl). Reagents/catalysts: C=1C=CC(=CC1)/C=C/C(=O)/C=C/C2=CC=CC=C2.C=1C=CC(=CC1)/C=C/C(=O)/C=C/C2=CC=CC=C2.C=1C=CC(=CC1)/C=C/C(=O)/C=C/C2=CC=CC=C2.[Pd].[Pd] (tris(dibenzylideneacetone)dipalladium(0)). The solvent is C(OC)COC (dimethoxyethane). Run at temperature 150 celsius. The product is O1CCN(CC1)C1=CC(C2=C(O1)C(=CS2)C2=CC=C(C=C2)N2CCOCC2)=O (5-morpholino-3-(4-morpholinophenyl)-7H-thieno[3,2-b]pyran-7-one). Reaction SMILES: Cl[C:2]1[CH:7]=[CH:6][C:5]([C:8]2[C:12]3[O:13][C:14]([N:18]4[CH2:23][CH2:22][O:21][CH2:20][CH2:19]4)=[CH:15][C:16](=[O:17])[C:11]=3[S:10][CH:9]=2)=[CH:4][CH:3]=1.CC(C)([O-])C.[Na+].C1(P(C2CCCCC2)C2C=CC=CC=2C2C(C(C)C)=CC(C(C)C)=CC=2C(C)C)CCCCC1.[NH:64]1[CH2:69][CH2:68][O:67][CH2:66][CH2:65]1>C1C=CC(/C=C/C(/C=C/C2C=CC=CC=2)=O)=CC=1.C1C=CC(/C=C/C(/C=C/C2C=CC=CC=2)=O)=CC=1.C1C=CC(/C=C/C(/C=C/C2C=CC=CC=2)=O)=CC=1.[Pd].[Pd].C(COC)OC>[O:21]1[CH2:22][CH2:23][N:18]([C:14]2[O:13][C:12]3[C:8]([C:5]4[CH:6]=[CH:7][C:2]([N:64]5[CH2:69][CH2:68][O:67][CH2:66][CH2:65]5)=[CH:3][CH:4]=4)=[CH:9][S:10][C:11]=3[C:16](=[O:17])[CH:15]=2)[CH2:19][CH2:20]1 |f:1.2,5.6.7.8.9|. Procedure details: A 2 mL conical microwave vial was charged with a magnetic stirring bar, 3-(4-chlorophenyl)-5-morpholino-7H-thieno[3,2-b]pyran-7-one (17) (80 mg, 230 μmol), sodium tert-butoxide (31 mg, 322 μmol), tris(dibenzylideneacetone)dipalladium(0) (3 mg, 3.5 μmol), 2-dicyclohexylphosphino-2′,4′,6′-triisopropylbiphenyl (8.8 mg, 21 μmol), dimethoxyethane (0.5 mL), and morpholine (24 μL, 276 μmol). The reaction mixture was sealed, and the reaction mixture was magnetically stirred and heated via microwave irra... Starting materials: Cl (hydrochloric acid), C(C)(=O)OC1=NC(=NC(=C1C(N)=O)NC=1C=NC2=CC=CC=C2C1)SC (5-carbamoyl-2-(methylsulfanyl)-6-(quinolin-3-ylamino)pyrimidin-4-yl acetate), C(C)O (ethanol), [OH-].[Na+] (sodium hydroxide). The solvent is C1CCOC1 (THF). Conditions: time 1 hour. The product is CSC=1NC(C(=C(N1)NC=1C=NC2=CC=CC=C2C1)C(=O)N)=O (2-(methylsulfanyl)-6-oxo-4-(quinolin-3-ylamino)-1,6-dihydropyrimidine-5-carboxamide). The yield is 100.1%. RXN SMILES: C([O:4][C:5]1[C:10]([C:11](=[O:13])[NH2:12])=[C:9]([NH:14][C:15]2[CH:16]=[N:17][C:18]3[C:23]([CH:24]=2)=[CH:22][CH:21]=[CH:20][CH:19]=3)[N:8]=[C:7]([S:25][CH3:26])[N:6]=1)(=O)C.C(O)C.[OH-].[Na+].Cl>C1COCC1>[CH3:26][S:25][C:7]1[NH:6][C:5](=[O:4])[C:10]([C:11]([NH2:12])=[O:13])=[C:9]([NH:14][C:15]2[CH:16]=[N:17][C:18]3[C:23]([CH:24]=2)=[CH:22][CH:21]=[CH:20][CH:19]=3)[N:8]=1 |f:2.3|. Reported procedure: To 5-carbamoyl-2-(methylsulfanyl)-6-(quinolin-3-ylamino)pyrimidin-4-yl acetate (Preparation Example 346) (0.71 g), ethanol (14 mL) and THF (14 mL) were added, and 1M aqueous sodium hydroxide (6 mL) was added and stirred at room temperature for 1 hour. Then, 1M hydrochloric acid (6 mL) was added, and the precipitated solid was collected by filtration and dried to give 2-(methylsulfanyl)-6-oxo-4-(quinolin-3-ylamino)-1,6-dihydropyrimidine-5-carboxamide (0.63 g). The reactants are CC[O-], CCO, CCOC(=O)CN=[N+]=[N-], [Na+], [Na]. The product is C=C(N=[N+]=[N-])C(=O)OCC. As a reaction SMILES: [CH3:11][CH2:12][O-:13].[CH3:15][CH2:16][OH:17].[N:1](=[N+:2]=[N-:3])[CH2:4][C:5](=[O:6])[O:7][CH2:8][CH3:9].[Na+:10].[Na:14]>>[N:1](=[N+:2]=[N-:3])[C:4]([C:5](=[O:6])[O:7][CH2:8][CH3:9])=[CH2:11]. Reactants: OCC=1C=C(C=CC1)C1=CC=CC=C1 (3-hydroxymethylbiphenyl), S(=O)(Cl)Cl (thionyl chloride). Product: ClCC=1C=C(C=CC1)C1=CC=CC=C1 (3-chloromethylbiphenyl). RXN SMILES: O[CH2:2][C:3]1[CH:4]=[C:5]([C:9]2[CH:14]=[CH:13][CH:12]=[CH:11][CH:10]=2)[CH:6]=[CH:7][CH:8]=1.S(Cl)([Cl:17])=O>>[Cl:17][CH2:2][C:3]1[CH:4]=[C:5]([C:9]2[CH:14]=[CH:13][CH:12]=[CH:11][CH:10]=2)[CH:6]=[CH:7][CH:8]=1. Reported procedure: A solution of 50 mg of 3-hydroxymethylbiphenyl in 1.5 mL thionyl chloride was heated at reflux temperature for 4 hr, cooled to room temperature and the solvent removed by evaporation under reduced pressure to yield 45 mg of 3-chloromethylbiphenyl which was used in the next step without further purification or characterization.